This data is from the Open Reaction Database (ORD), a public repository of structured organic reaction records. The task is: describe an organic reaction: reactants, conditions, products, and yield Reactants: Br, COc1ccc(-n2c(=O)c3c(Cc4ccccc4)n[nH]c3c3cccnc32)cc1, CC(=O)O, O. Yields the product O=c1c2c(Cc3ccccc3)n[nH]c2c2cccnc2n1-c1ccc(O)cc1. Reaction SMILES: [BrH:30].[CH2:1]([c:2]1[cH:3][cH:4][cH:5][cH:6][cH:7]1)[c:8]1[n:9][nH:10][c:11]2[c:12]1[c:13](=[O:29])[n:14](-[c:21]1[cH:22][cH:23][c:24]([O:27][CH3:28])[cH:25][cH:26]1)[c:15]1[n:16][cH:17][cH:18][cH:19][c:20]21.[CH3:32][C:33](=[O:34])[OH:35].[OH2:31]>>[CH2:1]([c:2]1[cH:3][cH:4][cH:5][cH:6][cH:7]1)[c:8]1[n:9][nH:10][c:11]2[c:12]1[c:13](=[O:29])[n:14](-[c:21]1[cH:22][cH:23][c:24]([OH:27])[cH:25][cH:26]1)[c:15]1[n:16][cH:17][cH:18][cH:19][c:20]21.